Dataset: the Open Reaction Database (ORD), a public repository of structured organic reaction records. Task: describe an organic reaction: reactants, conditions, products, and yield The reactants are C(C1=CC=CC=C1)OC(CC1=C(C=CC=C1)C)CCF (1-(2-(benzyloxy)-4-fluorobutyl)-2-methylbenzene). Reagents/catalysts: [Pd] (Pd/C). The solvent is CO (MeOH). Reaction conditions: time 5 hour. Yields the product FCCC(CC1=C(C=CC=C1)C)O (4-Fluoro-1-o-tolylbutan-2-ol). Reaction SMILES: C([O:8][CH:9]([CH2:18][CH2:19][F:20])[CH2:10][C:11]1[CH:16]=[CH:15][CH:14]=[CH:13][C:12]=1[CH3:17])C1C=CC=CC=1>CO.[Pd]>[F:20][CH2:19][CH2:18][CH:9]([OH:8])[CH2:10][C:11]1[CH:16]=[CH:15][CH:14]=[CH:13][C:12]=1[CH3:17]. Procedure: To a solution of 1-(2-(benzyloxy)-4-fluorobutyl)-2-methylbenzene (3.0 g, 11.03 mmol) in MeOH (50 ml) was added 10% Pd/C (0.3 g) under nitrogen and stirred at 40 psi for 5 h. The reaction mixture was filtered through Celite and concentrated under reduced pressure to afford crude compound. The title compound was purified by separation method E. (Yield 1.5 g). Starting materials: ClC1=C(C=C(C=C1)C(C1=CC=C(C=C1)OC(F)(F)F)O)S(=O)(=O)N (2-Chloro-5-[hydroxy-(4-trifluoromethoxy-phenyl)-methyl]-benzenesulfonamide), CC(=O)C.OS(=O)(=O)O.O=[Cr](=O)=O (Jones reagent). Run in CC(=O)C (acetone), O (water). Run at time 30 minute. The product is ClC1=C(C=C(C=C1)C(C1=CC=C(C=C1)OC(F)(F)F)=O)S(=O)(=O)N (2-Chloro-5-(4-trifluoromethoxy-benzoyl)-benzenesulfonamide). RXN SMILES: [Cl:1][C:2]1[CH:7]=[CH:6][C:5]([CH:8]([OH:20])[C:9]2[CH:14]=[CH:13][C:12]([O:15][C:16]([F:19])([F:18])[F:17])=[CH:11][CH:10]=2)=[CH:4][C:3]=1[S:21]([NH2:24])(=[O:23])=[O:22].CC(C)=O.OS(O)(=O)=O.O=[Cr](=O)=O>CC(C)=O.O>[Cl:1][C:2]1[CH:7]=[CH:6][C:5]([C:8](=[O:20])[C:9]2[CH:14]=[CH:13][C:12]([O:15][C:16]([F:18])([F:17])[F:19])=[CH:11][CH:10]=2)=[CH:4][C:3]=1[S:21]([NH2:24])(=[O:23])=[O:22] |f:1.2.3|. Procedure details: 2-Chloro-5-[hydroxy-(4-trifluoromethoxy-phenyl)-methyl]-benzenesulfonamide is dissolved in acetone (10 mL), and treated with a solution of Jones reagent (3 M in water, 0.91 mmol). The reaction is allowed to stir for 30 minutes. The reaction is diluted with water and extracted with dichloromethane. The organic phase is separated and concentrated in vacuo. The residue is purified by silica gel chromatography (gradient of ethyl acetate in hexanes 10-50%) affording 92 mg of the title compound. 1H NM... The reactants are COC(CNC(=O)C1=CC=CC2=CC=C(C=C12)O[Si](C(C)C)(C(C)C)C(C)C)=O (N-[7-(triisopropylsilyloxy)naphthalene-1-carbonyl]glycine methyl ester), O.[OH-].[Li+] (lithium hydroxide monohydrate), Cl (hydrochloric acid). The solvent is C1CCOC1.O (THF water). Reaction conditions: time 30 minute. Product: [Li+].C(C)(C)[Si](OC1=CC=C2C=CC=C(C2=C1)C(=O)NCC(=O)[O-])(C(C)C)C(C)C (N-[7-(Triisopropylsilyloxy)naphthalene-1-carbonyl]glycine lithium salt). As a reaction SMILES: C[O:2][C:3](=[O:29])[CH2:4][NH:5][C:6]([C:8]1[C:17]2[C:12](=[CH:13][CH:14]=[C:15]([O:18][Si:19]([CH:26]([CH3:28])[CH3:27])([CH:23]([CH3:25])[CH3:24])[CH:20]([CH3:22])[CH3:21])[CH:16]=2)[CH:11]=[CH:10][CH:9]=1)=[O:7].O.[OH-].[Li+:32].Cl>C1COCC1.O>[Li+:32].[CH:26]([Si:19]([CH:20]([CH3:22])[CH3:21])([CH:23]([CH3:25])[CH3:24])[O:18][C:15]1[CH:16]=[C:17]2[C:12]([CH:11]=[CH:10][CH:9]=[C:8]2[C:6]([NH:5][CH2:4][C:3]([O-:29])=[O:2])=[O:7])=[CH:13][CH:14]=1)([CH3:27])[CH3:28] |f:1.2.3,5.6,7.8|. Reported procedure: To a solution of N-[7-(triisopropylsilyloxy)naphthalene-1-carbonyl]glycine methyl ester, as described above in Step C, (175 mg, 0.42 mmol) in 4:1 THF/water (5 mL) at ambient temperature was added lithium hydroxide monohydrate (18 mg, 0.44 mmol). After 30 min, the solution was adjusted to pH 7 with 1.0 N hydrochloric acid and concentrated in vacuo. The residue was concentrated from toluene in vacuo (3×10 mL) to give the titled product. The reactants are ClCCl, N#Cc1cc2c(Cl)ccnc2cc1O, O=S1(=O)CCN(CCCO)CC1, CCOC(=O)N=NC(=O)OCC, c1ccc(P(c2ccccc2)c2ccccc2)cc1. Product: N#Cc1cc2c(Cl)ccnc2cc1OCCCN1CCS(=O)(=O)CC1. Reaction SMILES: [CH2:58]([Cl:59])[Cl:60].[Cl:13][c:14]1[cH:15][cH:16][n:17][c:18]2[cH:19][c:20]([OH:26])[c:21]([C:24]#[N:25])[cH:22][c:23]12.[O:1]=[S:2]1(=[O:12])[CH2:3][CH2:4][N:5]([CH2:8][CH2:9][CH2:10][OH:11])[CH2:6][CH2:7]1.[O:46]=[C:47]([O:48][CH2:49][CH3:50])[N:51]=[N:52][C:53]([O:54][CH2:55][CH3:56])=[O:57].[c:27]1([P:28]([c:29]2[cH:30][cH:31][cH:32][cH:33][cH:34]2)[c:35]2[cH:36][cH:37][cH:38][cH:39][cH:40]2)[cH:41][cH:42][cH:43][cH:44][cH:45]1>>[O:1]=[S:2]1(=[O:12])[CH2:3][CH2:4][N:5]([CH2:8][CH2:9][CH2:10][O:11][c:20]2[cH:19][c:18]3[n:17][cH:16][cH:15][c:14]([Cl:13])[c:23]3[cH:22][c:21]2[C:24]#[N:25])[CH2:6][CH2:7]1.